This data is from the Open Reaction Database (ORD), a public repository of structured organic reaction records. The task is: describe an organic reaction: reactants, conditions, products, and yield The reactants are COC(COC1=CC=C(C=C1)[C@@H]1[C@@H](COC2=CC(=CC=C12)OCC1=CC=CC=C1)C1=CC=CC=C1)=O ((+,−) cis [4-(7-Benzyloxy-3-phenyl-chroman-4-yl)-phenoxy]-acetic acid methyl ester). The reagents and catalysts are [Pd] (Palladium on carbon). Solvent: O1C(CCC1)CO.C(=O)O (tetrahydrofuran-methanol formic acid). The product is COC(COC1=CC=C(C=C1)[C@@H]1[C@@H](COC2=CC(=CC=C12)O)C1=CC=CC=C1)=O ((+,−) cis [4-(7-Hydroxy-3-phenyl-chroman-4-yl)-phenoxy]-acetic acid methyl ester). As a reaction SMILES: [CH3:1][O:2][C:3](=[O:36])[CH2:4][O:5][C:6]1[CH:11]=[CH:10][C:9]([C@H:12]2[C:21]3[C:16](=[CH:17][C:18]([O:22]CC4C=CC=CC=4)=[CH:19][CH:20]=3)[O:15][CH2:14][C@H:13]2[C:30]2[CH:35]=[CH:34][CH:33]=[CH:32][CH:31]=2)=[CH:8][CH:7]=1>O1CCCC1CO.C(O)=O.[Pd]>[CH3:1][O:2][C:3](=[O:36])[CH2:4][O:5][C:6]1[CH:7]=[CH:8][C:9]([C@H:12]2[C:21]3[C:16](=[CH:17][C:18]([OH:22])=[CH:19][CH:20]=3)[O:15][CH2:14][C@H:13]2[C:30]2[CH:35]=[CH:34][CH:33]=[CH:32][CH:31]=2)=[CH:10][CH:11]=1 |f:1.2|. Reported procedure: (+,−) cis [4-(7-Benzyloxy-3-phenyl-chroman-4-yl)-phenoxy]-acetic acid methyl ester(100 mg, 0.21 mmol) was dissolved in a solvent mixture of tetrahydrofuran-methanol-formic acid (8+1+1, 10 ml). The solution was added to a 5% Palladium on carbon catalyst (20 mg), and hydrogenated (1 atm.) overnight. The reaction mixture was filtered and evaporated to give a dark oil, which was dissolved and evaporated from EtOH (×3), triturated with toluene, and recrystallised from toluene. Reactants: P(OCC)(OCC)OCC (Triethyl phosphite), C(C1=CC=CC=C1)OC=1C=CC(=NC1)C1=C(C=CC=C1)[N+](=O)[O-] (5-(benzyloxy)-2-(2-nitrophenyl)pyridine). The product is C(C1=CC=CC=C1)OC1=CC=2NC=3C=CC=CC3C2N=C1 (3-(benzyloxy)-5H-pyrido[3,2-b]indole). Isolated yield 33.5%. RXN SMILES: P(OCC)(OCC)OCC.[CH2:11]([O:18][C:19]1[CH:20]=[CH:21][C:22]([C:25]2[CH:30]=[CH:29][CH:28]=[CH:27][C:26]=2[N+:31]([O-])=O)=[N:23][CH:24]=1)[C:12]1[CH:17]=[CH:16][CH:15]=[CH:14][CH:13]=1>>[CH2:11]([O:18][C:19]1[CH:24]=[N:23][C:22]2[C:25]3[CH:30]=[CH:29][CH:28]=[CH:27][C:26]=3[NH:31][C:21]=2[CH:20]=1)[C:12]1[CH:17]=[CH:16][CH:15]=[CH:14][CH:13]=1. Procedure: Triethyl phosphite (3 ml, 17.15 mmol) and 5-(benzyloxy)-2-(2-nitrophenyl)pyridine (0.3 g, 0.979 mmol) were heated to 125° C. for 4 hours. Let the reaction cool to room temperature. Concentrated and purified with Combiflash column using ethyl acetate followed by 15% methanol in DCM to afford 3-(benzyloxy)-5H-pyrido[3,2-b]indole (0.09 g, 0.328 mmol, 33.5% yield). Reactants: COC(=O)COc1ccc(C(=O)C(C)Br)cc1, CC#N, c1cc(N2CCNCC2)ccn1. Product: COC(=O)COc1ccc(C(=O)C(C)N2CCN(c3ccncc3)CC2)cc1. RXN SMILES: [CH3:1][CH:2]([C:3](=[O:4])[c:5]1[cH:6][cH:7][c:8]([O:9][CH2:10][C:11](=[O:12])[O:13][CH3:14])[cH:15][cH:16]1)[Br:17].[CH3:30][C:31]#[N:32].[n:18]1[cH:19][cH:20][c:21]([N:24]2[CH2:25][CH2:26][NH:27][CH2:28][CH2:29]2)[cH:22][cH:23]1>>[CH3:1][CH:2]([C:3](=[O:4])[c:5]1[cH:6][cH:7][c:8]([O:9][CH2:10][C:11](=[O:12])[O:13][CH3:14])[cH:15][cH:16]1)[N:27]1[CH2:26][CH2:25][N:24]([c:21]2[cH:20][cH:19][n:18][cH:23][cH:22]2)[CH2:29][CH2:28]1. Starting materials: CN1CCOCC1, CN(C)C=O, O=C(O)C1CCCN1C(=O)C1(O)c2ccccc2-c2ccccc21, NCc1ccccc1-n1cnnc1. Product: O=C(NCc1ccccc1-n1cnnc1)C1CCCN1C(=O)C1(O)c2ccccc2-c2ccccc21. RXN SMILES: [CH3:38][N:39]1[CH2:40][CH2:41][O:42][CH2:43][CH2:44]1.[O:45]=[CH:46][N:47]([CH3:48])[CH3:49].[OH:1][C:2]1([C:15](=[O:16])[N:17]2[CH:18]([C:19](=[O:20])[OH:21])[CH2:22][CH2:23][CH2:24]2)[c:3]2[cH:4][cH:5][cH:6][cH:7][c:8]2-[c:9]2[cH:10][cH:11][cH:12][cH:13][c:14]21.[n:25]1[n:26][cH:27][n:28](-[c:30]2[c:31]([CH2:36][NH2:37])[cH:32][cH:33][cH:34][cH:35]2)[cH:29]1>>[OH:1][C:2]1([C:15](=[O:16])[N:17]2[CH:18]([C:19](=[O:20])[NH:37][CH2:36][c:31]3[c:30](-[n:28]4[cH:27][n:26][n:25][cH:29]4)[cH:35][cH:34][cH:33][cH:32]3)[CH2:22][CH2:23][CH2:24]2)[c:3]2[cH:4][cH:5][cH:6][cH:7][c:8]2-[c:9]2[cH:10][cH:11][cH:12][cH:13][c:14]21. As a reaction SMILES: [C:12](=[O:13])([O-:14])[O-:15].[CH2:18]([CH:19]([CH3:20])[CH3:21])[Br:22].[CH2:24]([N+:25]([CH2:26][CH3:27])([CH2:28][CH3:29])[CH2:30][CH3:31])[c:32]1[cH:33][cH:34][cH:35][cH:36][cH:37]1.[CH:38]([N:39]([CH3:40])[CH3:41])=[O:42].[Cl-:23].[K+:16].[K+:17].[O:1]=[C:2]1[CH:3]([C:7](=[O:8])[O:9][CH2:10][CH3:11])[CH2:4][CH2:5][CH2:6]1>>[O:1]=[C:2]1[C:3]([C:7](=[O:8])[O:9][CH2:10][CH3:11])([CH2:18][CH:19]([CH3:20])[CH3:21])[CH2:4][CH2:5][CH2:6]1. Starting materials: O=C([O-])[O-], CC(C)CBr, CC[N+](CC)(CC)Cc1ccccc1, CN(C)C=O, [Cl-], [K+], [K+], CCOC(=O)C1CCCC1=O. Product: CCOC(=O)C1(CC(C)C)CCCC1=O. Starting materials: ClC=1N=C(C2=C(N1)C=C(S2)C=O)N2CCOCC2 (2-chloro-4-morpholin-4-yl-thieno[3,2-d]pyrimidine-6-carbaldehyde), Cl.CS(=O)(=O)N1CCNCCC1 (1-methanesulfonyl-[1,4]diazepane hydrochloride salt). Procedure details: Reaction between 2-chloro-4-morpholin-4-yl-thieno[3,2-d]pyrimidine-6-carbaldehyde and 1-methanesulfonyl-[1,4]diazepane hydrochloride salt using procedure C yielded 2-chloro-6-(4-methanesulfonyl-[1,4]diazepan-1-ylmethyl)-4-morpholin-4-yl-thieno[3,2-d]pyrimidine. This compound was subjected to procedure A to yield the desired final compound which was purified using flash chromatography. RXN SMILES: [Cl:1][C:2]1[N:3]=[C:4]([N:13]2[CH2:18][CH2:17][O:16][CH2:15][CH2:14]2)[C:5]2[S:10][C:9]([CH:11]=O)=[CH:8][C:6]=2[N:7]=1.Cl.[CH3:20][S:21]([N:24]1[CH2:30][CH2:29][CH2:28][NH:27][CH2:26][CH2:25]1)(=[O:23])=[O:22]>>[Cl:1][C:2]1[N:3]=[C:4]([N:13]2[CH2:18][CH2:17][O:16][CH2:15][CH2:14]2)[C:5]2[S:10][C:9]([CH2:11][N:27]3[CH2:28][CH2:29][CH2:30][N:24]([S:21]([CH3:20])(=[O:22])=[O:23])[CH2:25][CH2:26]3)=[CH:8][C:6]=2[N:7]=1 |f:1.2|. The product is ClC=1N=C(C2=C(N1)C=C(S2)CN2CCN(CCC2)S(=O)(=O)C)N2CCOCC2 (2-chloro-6-(4-methanesulfonyl-[1,4]diazepan-1-ylmethyl)-4-morpholin-4-yl-thieno[3,2-d]pyrimidine). Yields the product C(#N)N=S(C)C(C)C=1C=NC(=CC1)C(F)(F)F (N-Cyano-S-[1-(6-trifluoromethyl-3-pyridinyl)ethyl]-S-methylsulfilimine). As a reaction SMILES: [N:1]#[C:2][NH2:3].[CH3:4][S:5][CH:6]([C:8]1[CH:9]=[N:10][C:11]([C:14]([F:17])([F:16])[F:15])=[CH:12][CH:13]=1)[CH3:7].Cl[O-].[Ca+2].Cl[O-].S(S([O-])=O)([O-])(=O)=O.[Na+].[Na+]>C(#N)C>[C:2]([N:3]=[S:5]([CH:6]([C:8]1[CH:9]=[N:10][C:11]([C:14]([F:17])([F:16])[F:15])=[CH:12][CH:13]=1)[CH3:7])[CH3:4])#[N:1] |f:2.3.4,5.6.7|. Conditions: temperature -5 celsius, time 65 minute. Reported procedure: Acetonitrile (50 mL), cyanamide (1.14 grams, 27.1 mmoles) and 3-[1-(methylthio)ethyl]-6-(trifluoromethyl)pyridine (5.00 grams, 22.6 mmoles, 99+% assay) were combined in a 100 mL, 3-necked round bottom flask equipped with a thermowell/K-thermocouple, stopper, nitrogen oil bubbler and magnetic stir bar. The stirred solution was cooled to about −5° C. with an acetone/ice bath. To this solution was added 55.96 grams of an aqueous 6.0 wt % calcium hypochlorite solution (3.36 grams of calcium hypochlo... The solvent is C(C)#N (Acetonitrile). Reactants: N#CN (cyanamide), Cl[O-].[Ca+2].Cl[O-] (calcium hypochlorite), S(=O)(=O)([O-])S(=O)[O-].[Na+].[Na+] (sodium metabisulfite), CSC(C)C=1C=NC(=CC1)C(F)(F)F (3-[1-(methylthio)ethyl]-6-(trifluoromethyl)pyridine), Cl[O-].[Ca+2].Cl[O-] (calcium hypochlorite). Starting materials: O=Cc1cccc(F)c1, C1CCOC1, CC(C)(C)OC(=O)C=P(c1ccccc1)(c1ccccc1)c1ccccc1. The product is CC(C)(C)OC(=O)C=Cc1cccc(F)c1. Reaction SMILES: [F:1][c:2]1[cH:3][c:4]([CH:5]=[O:6])[cH:7][cH:8][cH:9]1.[O:37]1[CH2:38][CH2:39][CH2:40][CH2:41]1.[c:10]1([P:11]([c:12]2[cH:13][cH:14][cH:15][cH:16][cH:25]2)(=[CH:17][C:18](=[O:19])[O:20][C:21]([CH3:22])([CH3:23])[CH3:24])[c:26]2[cH:27][cH:28][cH:29][cH:30][cH:31]2)[cH:32][cH:33][cH:34][cH:35][cH:36]1>>[F:1][c:2]1[cH:3][c:4]([CH:5]=[CH:17][C:18](=[O:19])[O:20][C:21]([CH3:22])([CH3:23])[CH3:24])[cH:7][cH:8][cH:9]1. The yield is 98.4%. Reaction SMILES: [NH2:1][C:2]1[CH:10]=[C:9]([I:11])[CH:8]=[CH:7][C:3]=1[C:4]([OH:6])=[O:5].[N:12]1[C:21]2[CH:20]=[CH:19][CH:18]=[C:17]([S:22](Cl)(=[O:24])=[O:23])[C:16]=2[N:15]=[CH:14][CH:13]=1.C([O-])([O-])=O.[Na+].[Na+].Cl>O>[I:11][C:9]1[CH:8]=[CH:7][C:3]([C:4]([OH:6])=[O:5])=[C:2]([NH:1][S:22]([C:17]2[C:16]3[N:15]=[CH:14][CH:13]=[N:12][C:21]=3[CH:20]=[CH:19][CH:18]=2)(=[O:23])=[O:24])[CH:10]=1 |f:2.3.4|. The reactants are C(=O)([O-])[O-].[Na+].[Na+] (Na2CO3), Cl (HCl), NC1=C(C(=O)O)C=CC(=C1)I (2-amino-4-iodo-benzoic acid), N1=CC=NC=2C(=CC=CC12)S(=O)(=O)Cl (quinoxaline-5-sulfonyl chloride), C(=O)([O-])[O-].[Na+].[Na+] (Na2CO3). The product is IC1=CC(=C(C(=O)O)C=C1)NS(=O)(=O)C=1C=2N=CC=NC2C=CC1 (4-Iodo-2-(quinoxaline-5-sulfonylamino)-benzoic acid). The solvent is O (water). Conditions: time 3 hour. Procedure details: A mixture of 2-amino-4-iodo-benzoic acid (10 g, 38 mmol, 1.0 equiv.) and quinoxaline-5-sulfonyl chloride (8.7 g, 38 mmol) in 100 mL of water was basified with satd. aq. Na2CO3, with stirring, to adjust the pH to 8.0. As the reaction progressed, the pH was maintained at 8.0±0.2 by adding satd. aq. Na2CO3. After 3 h, no further pH changes were observed. The reaction mixture was stirred at rt for another 16 h. Conc. HCl was added to adjust the pH to <2. The precipitated solid was collected by filtr... The reactants are C12(CC3CC(CC(C1)C3)C2)C2=CC=C(OCC(=O)N3CCN(CC3)C)C=C2 (2-(4-(adamantan-1-yl)phenoxy)-1-(4-methylpiperazin-1-yl)ethanone), C(CC(O)(C(=O)O)CC(=O)O)(=O)O (citric acid). The product is C(=O)(O)CC(C(=O)[O-])(O)CC(=O)O.C12(CC3CC(CC(C1)C3)C2)C2=CC=C(OCC(=O)N3CC[NH+](CC3)C)C=C2 (4-(2-(4-(adamantan-1-yl)phenoxy)acetyl)-1-methylpiperazin-1-ium 3-carboxy-2-(carboxymethyl)-2-hydroxypropanoate). Isolated yield 94.5%. Reaction SMILES: [C:1]12([C:11]3[CH:27]=[CH:26][C:14]([O:15][CH2:16][C:17]([N:19]4[CH2:24][CH2:23][N:22]([CH3:25])[CH2:21][CH2:20]4)=[O:18])=[CH:13][CH:12]=3)[CH2:10][CH:5]3[CH2:6][CH:7]([CH2:9][CH:3]([CH2:4]3)[CH2:2]1)[CH2:8]2.[C:28]([OH:40])(=[O:39])[CH2:29][C:30]([CH2:35][C:36]([OH:38])=[O:37])([C:32]([OH:34])=[O:33])[OH:31]>>[C:28]([CH2:29][C:30]([CH2:35][C:36]([OH:38])=[O:37])([OH:31])[C:32]([O-:34])=[O:33])([OH:40])=[O:39].[C:1]12([C:11]3[CH:27]=[CH:26][C:14]([O:15][CH2:16][C:17]([N:19]4[CH2:24][CH2:23][NH+:22]([CH3:25])[CH2:21][CH2:20]4)=[O:18])=[CH:13][CH:12]=3)[CH2:10][CH:5]3[CH2:6][CH:7]([CH2:9][CH:3]([CH2:4]3)[CH2:2]1)[CH2:8]2 |f:2.3|. Reported procedure: The title compound was prepared from 2-(4-(adamantan-1-yl)phenoxy)-1-(4-methylpiperazin-1-yl)ethanone (1.0 g, 2.7 mmol), prepared from the example 3, and citric acid (0.52 g, 2.7 mmol) according to the example 43, which was given 4-(2-(4-(adamantan-1-yl)phenoxy)acetyl)-1-methylpiperazin-1-ium 3-carboxy-2-(carboxymethyl)-2-hydroxypropanoate as a crystalline white solid (1.43 g, 94% yield).